Dataset: the Open Reaction Database (ORD), a public repository of structured organic reaction records. Task: describe an organic reaction: reactants, conditions, products, and yield Reactants: NC1=NC(=NC(=C1Cl)C)C (4-amino-5-chloro-2,6-dimethylpyrimidine), C(C1=CC=CC=C1)OC=1C=C(CCl)C=CC1OC (3-benzyloxy-4-methoxybenzyl chloride), [H-].[Na+] (sodium hydride). Run in CN1C(CCC1)=O (N-methylpyrrolidone). The product is C(C1=CC=CC=C1)OC=1C=C(CNC2=NC(=NC(=C2Cl)C)C)C=CC1OC ((3-Benzyloxy-4-methoxybenzyl)(5-chloro-2,6-dimethylpyrimidin-4-yl)amine). As a reaction SMILES: [NH2:1][C:2]1[C:7]([Cl:8])=[C:6]([CH3:9])[N:5]=[C:4]([CH3:10])[N:3]=1.[CH2:11]([O:18][C:19]1[CH:20]=[C:21]([CH:24]=[CH:25][C:26]=1[O:27][CH3:28])[CH2:22]Cl)[C:12]1[CH:17]=[CH:16][CH:15]=[CH:14][CH:13]=1.[H-].[Na+]>CN1CCCC1=O>[CH2:11]([O:18][C:19]1[CH:20]=[C:21]([CH:24]=[CH:25][C:26]=1[O:27][CH3:28])[CH2:22][NH:1][C:2]1[C:7]([Cl:8])=[C:6]([CH3:9])[N:5]=[C:4]([CH3:10])[N:3]=1)[C:12]1[CH:13]=[CH:14][CH:15]=[CH:16][CH:17]=1 |f:2.3|. Procedure details: In analogy to the method described in example A1, 6.11 g (38 mmol) of 4-amino-5-chloro-2,6-dimethylpyrimidine, 10.5 g (40 mmol) of 3-benzyloxy-4-methoxybenzyl chloride and 1.52 g (38 mmol) of sodium hydride (60% suspension in liquid paraffin) are reacted in a total of 225 ml of N-methylpyrrolidone. After chromatography on silica gel (mobile phase: toluene/dioxane=10:1) and crystallization from petroleum ether, the title compound is isolated as a pale beige solid. Yield: 5.2 g (36% of theory). m.... The reactants are O(C)C1=CC=NC=C1 (4-methoxylpyridine), C(=O)(OCC1=CC=CC=C1)Cl (CbzCl), Cl (HCl), C(C)[Mg]Br (ethylmagnesium bromide). Solvent: C1(=CC=CC=C1)C (toluene), C1(=CC=CC=C1)C (toluene). Conditions: time 15 minute. Product: C(C)C1N(C=CC(C1)=O)C(=O)OCC1=CC=CC=C1 (benzyl 2-ethyl-4-oxo-3,4-dihydropyridine-1(2H)-carboxylate). The yield is 89.9%. As a reaction SMILES: [O:1]([C:3]1[CH:8]=[CH:7][N:6]=[CH:5][CH:4]=1)C.[C:9](Cl)([O:11][CH2:12][C:13]1[CH:18]=[CH:17][CH:16]=[CH:15][CH:14]=1)=[O:10].[CH2:20]([Mg]Br)[CH3:21].Cl>C1(C)C=CC=CC=1>[CH2:20]([CH:7]1[CH2:8][C:3](=[O:1])[CH:4]=[CH:5][N:6]1[C:9]([O:11][CH2:12][C:13]1[CH:18]=[CH:17][CH:16]=[CH:15][CH:14]=1)=[O:10])[CH3:21]. Procedure details: To a solution of 4-methoxylpyridine 81 (4.41 g, 40.5 mmol) in toluene (200 mL) at −20° C. was added CbzCl (5.7 ml, 40.5 mmol) in toluene (200 mL) dropwise. After 15 min, ethylmagnesium bromide (23 mL, 2M in THF, 46 mmol) was added dropwise. After 1 hr, 10% aqueous HCl (100 mL) was added and the mixture stirred overnight. The mixture was separated and the organic layer was washed with sat. NaHCO3 and brine. It was dried and concentrated to afford 82 (9 g, 36.4 mmol, 89.9%) that was used directly ... Starting materials: [Ce+4].[NH4+] (ammonium cerium(IV)), CO[C@H]1C[C@@H]2C(N([C@H]1C2)CC2=CC=C(C=C2)OC)=O ((1S,4R,6S)-6-methoxy-2-(4-methoxybenzyl)-2-azabicyclo[2.2.1]heptan-3-one). Run in O (water), CC#N (CH3CN). Run at time 2 hour. The product is CO[C@H]1C[C@@H]2C(N[C@H]1C2)=O ((1S,4R,6S)-6-methoxy-2-azabicyclo[2.2.1]heptan-3-one). Reaction SMILES: [Ce+4].[NH4+].[CH3:3][O:4][C@@H:5]1[C@@H:10]2[CH2:11][C@@H:7]([C:8](=[O:21])[N:9]2CC2C=CC(OC)=CC=2)[CH2:6]1>O.CC#N>[CH3:3][O:4][C@@H:5]1[C@@H:10]2[CH2:11][C@@H:7]([C:8](=[O:21])[NH:9]2)[CH2:6]1 |f:0.1|. Procedure: A solution of ammonium cerium(IV) (3.3 g, 6.06 mmol) in water (10 mL) was added to (1S,4R,6S)-6-methoxy-2-(4-methoxybenzyl)-2-azabicyclo[2.2.1]heptan-3-one (527 mg, 2.02 mmol) in CH3CN (40 mL). The reaction mixture was stirred at ambient temperature for 2 h and extracted by EtOAc (60 mL). The organic extract was washed with water and brine, dried over Na2SO4, and evaporated to give the crude (1S,4R,6S)-6-methoxy-2-azabicyclo[2.2.1]heptan-3-one. MS (ESI+): m/z 142 (M+H+). Starting materials: CC(C)n1ncnc1-c1cn2c(n1)-c1ccc(Br)cc1OCC2, Cc1nc([Sn](C)(C)C)cn1CC(C)(C)O[Si](C)(C)C(C)(C)C, C1COCCO1, c1ccc(P(c2ccccc2)(c2ccccc2)[Pd](P(c2ccccc2)(c2ccccc2)c2ccccc2)(P(c2ccccc2)(c2ccccc2)c2ccccc2)P(c2ccccc2)(c2ccccc2)c2ccccc2)cc1. Product: Cc1nc(-c2ccc3c(c2)OCCn2cc(-c4ncnn4C(C)C)nc2-3)cn1CC(C)(C)O[Si](C)(C)C(C)(C)C. As a reaction SMILES: [Br:1][c:2]1[cH:3][c:4]2[c:5]([cH:22][cH:23]1)-[c:6]1[n:7]([cH:11][c:12](-[c:14]3[n:15][cH:16][n:17][n:18]3[CH:19]([CH3:20])[CH3:21])[n:13]1)[CH2:8][CH2:9][O:10]2.[C:24]([CH3:25])([CH3:26])([CH3:27])[Si:28]([O:29][C:30]([CH2:31][n:32]1[c:33]([CH3:41])[n:34][c:35]([Sn:37]([CH3:38])([CH3:39])[CH3:40])[cH:36]1)([CH3:42])[CH3:43])([CH3:44])[CH3:45].[O:46]1[CH2:47][CH2:48][O:49][CH2:50][CH2:51]1.[cH:52]1[cH:53][cH:54][c:55]([P:56]([Pd:57]([P:58]([c:59]2[cH:60][cH:61][cH:62][cH:63][cH:64]2)([c:65]2[cH:66][cH:67][cH:68][cH:69][cH:70]2)[c:71]2[cH:72][cH:73][cH:74][cH:75][cH:76]2)([P:77]([c:78]2[cH:79][cH:80][cH:81][cH:82][cH:83]2)([c:84]2[cH:85][cH:86][cH:87][cH:88][cH:89]2)[c:90]2[cH:91][cH:92][cH:93][cH:94][cH:95]2)[P:96]([c:97]2[cH:98][cH:99][cH:100][cH:101][cH:102]2)([c:103]2[cH:104][cH:105][cH:106][cH:107][cH:108]2)[c:109]2[cH:110][cH:111][cH:112][cH:113][cH:114]2)([c:115]2[cH:116][cH:117][cH:118][cH:119][cH:120]2)[c:121]2[cH:122][cH:123][cH:124][cH:125][cH:126]2)[cH:127][cH:128]1>>[c:2]1(-[c:35]2[n:34][c:33]([CH3:41])[n:32]([CH2:31][C:30]([O:29][Si:28]([C:24]([CH3:25])([CH3:26])[CH3:27])([CH3:44])[CH3:45])([CH3:42])[CH3:43])[cH:36]2)[cH:3][c:4]2[c:5]([cH:22][cH:23]1)-[c:6]1[n:7]([cH:11][c:12](-[c:14]3[n:15][cH:16][n:17][n:18]3[CH:19]([CH3:20])[CH3:21])[n:13]1)[CH2:8][CH2:9][O:10]2. Starting materials: ClC1=C(C(=CC=C1)C)N1C(N=C(N=C1)NC)=O (1-(2-chloro-6-methylphenyl)-4-methylamino-1,2-dihydro-1,3,5-triazin-2-one), Cl.C(N)(=N)NC(=O)N (amidinourea hydrochloride). Run in CO (MeOH). Run at time 1.5 hour. The product is ClC1=C(C(=CC=C1)C)N1C(NC(N=C1)NC)=O (1-(2-chloro-6-methylphenyl)-4-methylaminodihydro-1,3,5-triazin-2-one). As a reaction SMILES: [Cl:1][C:2]1[CH:7]=[CH:6][CH:5]=[C:4]([CH3:8])[C:3]=1[N:9]1[CH:14]=[N:13][C:12]([NH:15][CH3:16])=[N:11][C:10]1=[O:17].Cl.C(NC(N)=O)(=N)N>CO>[Cl:1][C:2]1[CH:7]=[CH:6][CH:5]=[C:4]([CH3:8])[C:3]=1[N:9]1[CH:14]=[N:13][CH:12]([NH:15][CH3:16])[NH:11][C:10]1=[O:17] |f:1.2|. Reported procedure: The reaction mixture was stirred for 1.5 hours after which an aliquot of the reaction product which had been dissolved in MeOH showed there to be one major spot with Rf equal to that of 1-(2-chloro-6-methylphenyl)-4-methylamino-1,2-dihydro-1,3,5-triazin-2-one and two minor spots of very small Rf, one at the origin and one of the same Rf as the starting material amidinourea hydrochloride. The reaction mixture was allowed to stir an additional 0.5 hour and the solid was filtered to yield 1-(2-chlo... Reactants: Cl (hydrochloric acid), FC1=CC=C(C(=O)C2=CC=CC=C2)C=C1 (4-fluorobenzophenone), C(CCC(=O)OCC)(=O)OCC (diethyl succinate), CC(C)([O-])C.[K+] (potassium t-butoxide). Run in C(C)(C)(C)O (t-butanol). Conditions: time 16 hour. The product is C(C)OC(=O)C(CC(=O)O)=C(C1=CC=CC=C1)C1=CC=C(C=C1)F (3-Ethoxycarbonyl-4-(4-fluorophenyl)-4-phenylbut-3-enoic Acid). Yield: 70.0%. Reaction SMILES: [F:1][C:2]1[CH:15]=[CH:14][C:5]([C:6]([C:8]2[CH:13]=[CH:12][CH:11]=[CH:10][CH:9]=2)=O)=[CH:4][CH:3]=1.[C:16]([O:25]CC)(=[O:24])[CH2:17][CH2:18][C:19]([O:21][CH2:22][CH3:23])=[O:20].CC(C)([O-])C.[K+].Cl>C(O)(C)(C)C>[CH2:22]([O:21][C:19]([C:18](=[C:6]([C:5]1[CH:14]=[CH:15][C:2]([F:1])=[CH:3][CH:4]=1)[C:8]1[CH:13]=[CH:12][CH:11]=[CH:10][CH:9]=1)[CH2:17][C:16]([OH:25])=[O:24])=[O:20])[CH3:23] |f:2.3|. Procedure details: A solution of commercially available 4-fluorobenzophenone (42 g., 0.21 mole), diethyl succinate (43.6 g., 0.25 mole) and potassium t-butoxide (23.7 g., 0.21 mole) in t-butanol (250 ml.) was stirred at reflux for 6 hours and then stirred at room temperature for an additional 16 hours. The reaction mixture was then acidified with 6N hydrochloric acid (200 ml.), evaporated under vacuum to remove the t-butanol and extracted with ether (2×250 ml.). The combined ether extract was extracted with 10% aq... Starting materials: [BH4-], CCO, O=C1CC(c2ccccc2)c2ccc(Cl)cc21, [Na+]. Product: OC1CC(c2ccccc2)c2ccc(Cl)cc21. As a reaction SMILES: [BH4-:18].[CH3:20][CH2:21][OH:22].[Cl:1][c:2]1[cH:3][cH:4][c:5]2[c:9]([cH:10]1)[C:8](=[O:11])[CH2:7][CH:6]2[c:12]1[cH:13][cH:14][cH:15][cH:16][cH:17]1.[Na+:19]>>[Cl:1][c:2]1[cH:3][cH:4][c:5]2[c:9]([cH:10]1)[CH:8]([OH:11])[CH2:7][CH:6]2[c:12]1[cH:13][cH:14][cH:15][cH:16][cH:17]1.